Dataset: the Open Reaction Database (ORD), a public repository of structured organic reaction records. Task: describe an organic reaction: reactants, conditions, products, and yield Reactants: C(C1=CC=CC=C1)N1CC2=C(CC1)C=C(N2)C(=O)OCC (ethyl 6-benzyl-4,5,6,7-tetrahydro-1H-pyrrolo[2,3-c]pyridine-2-carboxylate). The reagents and catalysts are [Pd] (Pd/C). Solvent: C(C)O (ethanol). Run at time 8 hour. The product is N1C(=CC2=C1CNCC2)C(=O)OCC (ethyl 4,5,6,7-tetrahydro-1H-pyrrolo[2,3-c]pyridine-2-carboxylate). RXN SMILES: C([N:8]1[CH2:13][CH2:12][C:11]2[CH:14]=[C:15]([C:17]([O:19][CH2:20][CH3:21])=[O:18])[NH:16][C:10]=2[CH2:9]1)C1C=CC=CC=1>C(O)C.[Pd]>[NH:16]1[C:10]2[CH2:9][NH:8][CH2:13][CH2:12][C:11]=2[CH:14]=[C:15]1[C:17]([O:19][CH2:20][CH3:21])=[O:18]. Procedure details: To a solution of ethyl 6-benzyl-4,5,6,7-tetrahydro-1H-pyrrolo[2,3-c]pyridine-2-carboxylate (1.0 eq) in ethanol was added 10% Pd/C (w/w), and the reaction was carried under hydrogen atmosphere overnight. Reaction mixture was filtered through celite and concentrated to afford crude product which on purification afforded compound ethyl 4,5,6,7-tetrahydro-1H-pyrrolo[2,3-c]pyridine-2-carboxylate. Starting materials: C(C#C)O (2-propyn-1-ol), C(=C)OCC (ethyl vinyl ether), FC(C(=O)O)(F)F (trifluoroacetic acid), C([O-])([O-])=O.[Na+].[Na+] (sodium carbonate). Conditions: time 65 hour. The product is C(C)OC(C)OCC#C (1-(1-ethoxyethoxy)-2-propyne). As a reaction SMILES: [CH2:1]([OH:4])[C:2]#[CH:3].[CH:5]([O:7][CH2:8][CH3:9])=[CH2:6].FC(F)(F)C(O)=O.C(=O)([O-])[O-].[Na+].[Na+]>>[CH2:5]([O:7][CH:8]([O:4][CH2:1][C:2]#[CH:3])[CH3:9])[CH3:6] |f:3.4.5|. Reported procedure: A solution of 20 g (0.36 mol) of 2-propyn-1-ol in 637 ml (6.66 mol) of ethyl vinyl ether was treated at 0° under argon with 1.27 ml (16.7 mmol) of trifluoroacetic acid and the mixture was subsequently stirred at room temperature for 65 hours. 1.3 g of sodium carbonate were added, the reaction mixture was stirred at room temperature for a further 30 minutes and concentrated on a rotary evaporator. Distillation of the residue under reduced pressure yielded 1-(1-ethoxyethoxy)-2-propyne of boiling p... The reactants are O=C([O-])[O-], CCOC(=O)C1CN(CCCC(=O)O)c2cccc(C=Cc3ccc(OCCCCc4ccccc4)cc3)c2O1, CCI, CN(C)C=O, [K+], [K+], O. The product is CCOC(=O)CCCN1CC(C(=O)OCC)Oc2c(C=Cc3ccc(OCCCCc4ccccc4)cc3)cccc21. As a reaction SMILES: [C:41](=[O:42])([O-:43])[O-:44].[CH2:1]([CH3:2])[O:3][C:4](=[O:5])[CH:6]1[O:7][c:8]2[c:9]([cH:18][cH:19][cH:20][c:21]2[CH:22]=[CH:23][c:24]2[cH:25][cH:26][c:27]([O:30][CH2:31][CH2:32][CH2:33][CH2:34][c:35]3[cH:36][cH:37][cH:38][cH:39][cH:40]3)[cH:28][cH:29]2)[N:10]([CH2:12][CH2:13][CH2:14][C:15](=[O:16])[OH:17])[CH2:11]1.[CH2:47]([CH3:48])[I:49].[CH3:51][N:52]([CH3:53])[CH:54]=[O:55].[K+:45].[K+:46].[OH2:50]>>[CH2:1]([CH3:2])[O:3][C:4](=[O:5])[CH:6]1[O:7][c:8]2[c:9]([cH:18][cH:19][cH:20][c:21]2[CH:22]=[CH:23][c:24]2[cH:25][cH:26][c:27]([O:30][CH2:31][CH2:32][CH2:33][CH2:34][c:35]3[cH:36][cH:37][cH:38][cH:39][cH:40]3)[cH:28][cH:29]2)[N:10]([CH2:12][CH2:13][CH2:14][C:15]([O:16][CH2:47][CH3:48])=[O:17])[CH2:11]1. Reactants: COC1=CC=C(CCl)C=C1 (4-methoxybenzyl chloride), C(C=1C(S)=CC=CC1)(=O)O (Thiosalicylic acid), O (water). The solvent is C(=O)([O-])[O-].[K+].[K+] (K2CO3), CN(C=O)C (dimethylformamide). Product: COC1=CC=C(CSC=2C(C(=O)O)=CC=CC2)C=C1 (S-(4-Methoxybenzyl)thiosalicylic acid). The yield is 99.7%. As a reaction SMILES: [C:1]([OH:10])(=[O:9])[C:2]1[C:3](=[CH:5][CH:6]=[CH:7][CH:8]=1)[SH:4].[CH3:11][O:12][C:13]1[CH:20]=[CH:19][C:16]([CH2:17]Cl)=[CH:15][CH:14]=1.O>CN(C)C=O.C([O-])([O-])=O.[K+].[K+]>[CH3:11][O:12][C:13]1[CH:20]=[CH:19][C:16]([CH2:17][S:4][C:3]2[C:2](=[CH:8][CH:7]=[CH:6][CH:5]=2)[C:1]([OH:10])=[O:9])=[CH:15][CH:14]=1 |f:4.5.6|. Procedure: Thiosalicylic acid 15.419 g(0.1M) was dissolved in 150 mL of dimethylformamide (DMF) and 41.463 g(0.3M) of K2CO3, was added to the mixture with stirring. To the above solution, 4-methoxybenzyl chloride 15.661 g(0.1M) was added and the mixture was refluxed for 10 hours. The solution then was cooled to room temperature and 150 mL of water was added and the mixture was acidified with 3M HCL. The precipitated material was collected by gravity filtration and washed with acetone to give 27.364 g(99.7%... Reactants: BrCCBr, O=C([O-])[O-], CCC(=O)CC, [K+], [K+], Oc1ccc2ccccc2c1. Product: BrCCOc1ccc2ccccc2c1. As a reaction SMILES: [Br:18][CH2:19][CH2:20][Br:21].[C:12](=[O:13])([O-:14])[O-:15].[CH2:22]([C:23]([CH2:24][CH3:25])=[O:26])[CH3:27].[K+:16].[K+:17].[OH:1][c:2]1[cH:3][cH:4][c:5]2[cH:6][cH:7][cH:8][cH:9][c:10]2[cH:11]1>>[O:1]([c:2]1[cH:3][cH:4][c:5]2[cH:6][cH:7][cH:8][cH:9][c:10]2[cH:11]1)[CH2:20][CH2:19][Br:18]. The reactants are COC1=C(C=C(C[C@@H](C[C@@H]([C@H]2OC2)NC(OC(C)(C)C)=O)C(C)C)C=C1)OCCCOC (tert-butyl {3(S)-[4-methoxy-3-(3-methoxypropoxy)benzyl]-4-methyl-1(S)-(R)-oxiranylpentyl}carbamate). The solvent is C(C)(C)O (isopropanol), CN (methylamine). Reaction conditions: time 1 hour. Yields the product C(C)(=O)CNC[C@H](O)[C@H](C[C@@H](C(C)C)CC1=CC(=C(C=C1)OC)OCCCOC)NC(OC(C)(C)C)=O (tert-Butyl {1(S)-[2-(acetylmethylamino)-1(S)-hydroxyethyl]-3(S)-[4-methoxy-3-(3-methoxypropoxy)benzyl]-4-methylpentyl}carbamate), SiO2. RXN SMILES: [CH3:1][O:2][C:3]1[CH:26]=[CH:25][C:6]([CH2:7][C@H:8]([CH:22]([CH3:24])[CH3:23])[CH2:9][C@H:10]([NH:14][C:15](=[O:21])[O:16][C:17]([CH3:20])([CH3:19])[CH3:18])[C@@H:11]2[CH2:13][O:12]2)=[CH:5][C:4]=1[O:27][CH2:28][CH2:29][CH2:30][O:31][CH3:32]>C(O)(C)C.CN>[C:11]([CH2:10][NH:14][CH2:13][C@@H:11]([C@@H:10]([NH:14][C:15](=[O:21])[O:16][C:17]([CH3:19])([CH3:20])[CH3:18])[CH2:9][C@H:8]([CH2:7][C:6]1[CH:25]=[CH:26][C:3]([O:2][CH3:1])=[C:4]([O:27][CH2:28][CH2:29][CH2:30][O:31][CH3:32])[CH:5]=1)[CH:22]([CH3:23])[CH3:24])[OH:12])(=[O:12])[CH3:13]. Procedure: A solution of 0.050 g of tert-butyl {3(S)-[4-methoxy-3-(3-methoxypropoxy)benzyl]-4-methyl-1(S)-(R)-oxiranylpentyl}carbamate (Example 1b) in 1.0 ml of isopropanol and 0.10 ml of methylamine is stirred at 60° C. over 2 hours. The reaction mixture is concentrated by evaporation to dryness. The residue is dissolved in 2 ml of dichloromethane, admixed successively with 0.017 ml of pyridine and 0.026 ml of acetic anhydride and stirred at room temperature over 1 hour. The reaction solution is admixed w...